Task: describe an organic reaction: reactants, conditions, products, and yield. Dataset: the Open Reaction Database (ORD), a public repository of structured organic reaction records The reactants are [H-].[Al+3].[Li+].[H-].[H-].[H-] (lithium aluminum hydride), FC1=CC=C(C=C1)C1CC2=C(CC1)C(=O)NC2=O (4-p-fluorophenyl-1-cyclohexene-1,2-dicarboximide), [OH-].[Na+] (sodium hydroxide). Run in O1CCCC1 (tetrahydrofuran). Run at time 45 minute. Yields the product FC1=CC=C(C=C1)C1C2CCNC=C2CC1 (7-p-Fluorophenyl-3-azabicyclo[4.3.0]non-1-ene). Isolated yield 21.6%. Reaction SMILES: [H-].[Al+3].[Li+].[H-].[H-].[H-].[F:7][C:8]1[CH:13]=[CH:12][C:11]([CH:14]2[CH2:19][CH2:18][C:17]3[C:20]([NH:22][C:23](=O)[C:16]=3[CH2:15]2)=O)=[CH:10][CH:9]=1.[OH-].[Na+]>O1CCCC1>[F:7][C:8]1[CH:9]=[CH:10][C:11]([CH:14]2[CH2:19][CH2:18][C:17]3[CH:15]2[CH2:16][CH2:23][NH:22][CH:20]=3)=[CH:12][CH:13]=1 |f:0.1.2.3.4.5,7.8|. Reported procedure: 4.5 g (118 mM) of lithium aluminum hydride were added in portions to 9.4 g (38 mM) of 4-p-fluorophenyl-1-cyclohexene-1,2-dicarboximide in 300 ml of tetrahydrofuran at room temperature while stirring vigorously over the course of 45 min. The mixture was stirred for 0.5 h and refluxed for 6 h. After cooling, ten percent sodium hydroxide solution was cautiously added dropwise while cooling in ice and stirring vigorously, and the precipitated hydroxides were filtered off with suction and washed with... Starting materials: ClCCl, CO, ClC(Cl)Cl, Cl, O=c1ccc2c(-c3ccccc3)cc(N3CCN(CCOC4CCCCO4)CC3)n2cc1. Product: O=c1ccc2c(-c3ccccc3)cc(N3CCN(CCO)CC3)n2cc1. RXN SMILES: [CH2:40]([Cl:41])[Cl:42].[CH3:37][OH:38].[CH:33]([Cl:34])([Cl:35])[Cl:36].[ClH:39].[c:1]1(-[c:7]2[cH:8][c:9]([N:18]3[CH2:19][CH2:20][N:21]([CH2:24][CH2:25][O:26][CH:27]4[CH2:28][CH2:29][CH2:30][CH2:31][O:32]4)[CH2:22][CH2:23]3)[n:10]3[c:11]2[cH:12][cH:13][c:14](=[O:17])[cH:15][cH:16]3)[cH:2][cH:3][cH:4][cH:5][cH:6]1>>[c:1]1(-[c:7]2[cH:8][c:9]([N:18]3[CH2:19][CH2:20][N:21]([CH2:24][CH2:25][OH:26])[CH2:22][CH2:23]3)[n:10]3[c:11]2[cH:12][cH:13][c:14](=[O:17])[cH:15][cH:16]3)[cH:2][cH:3][cH:4][cH:5][cH:6]1. The reactants are BrC=1C=C2C[C@@H](CC2=CC1)N ((R)-5-bromoindan-2-ylamine), C(C)(C)N(CC)C(C)C (diisopropylethylamine), C(CCC)OC1=CC=C(C(=O)Cl)C=C1 (4-butoxybenzoyl chloride). Run in ClCCl (dichloromethane). Reaction conditions: time 30 minute. The product is BrC=1C=C2C[C@@H](CC2=CC1)N(C(C1=CC=C(C=C1)OCCCC)=O)C (N-((R)-5-Bromoindan-2-yl)-4-butoxy-N-methylbenzamide). RXN SMILES: [Br:1][C:2]1[CH:3]=[C:4]2[C:8](=[CH:9][CH:10]=1)[CH2:7][C@@H:6]([NH2:11])[CH2:5]2.[CH:12](N(C(C)C)CC)(C)C.[CH2:21]([O:25][C:26]1[CH:34]=[CH:33][C:29]([C:30](Cl)=[O:31])=[CH:28][CH:27]=1)[CH2:22][CH2:23][CH3:24]>ClCCl>[Br:1][C:2]1[CH:3]=[C:4]2[C:8](=[CH:9][CH:10]=1)[CH2:7][C@@H:6]([N:11]([CH3:12])[C:30](=[O:31])[C:29]1[CH:33]=[CH:34][C:26]([O:25][CH2:21][CH2:22][CH2:23][CH3:24])=[CH:27][CH:28]=1)[CH2:5]2. Reported procedure: A mixture of (R)-5-bromoindan-2-ylamine (hydrochloride; 3.50 g), diisopropylethylamine (5.0 ml) and dichloromethane (20 ml) was admixed at 0° C. with 4-butoxybenzoyl chloride (3.00 g). After 30 minutes, the reaction mixture was partitioned between water and dichloromethane. The organic phase was concentrated and the residue was stirred with diethyl ether. The resulting amide was methylated on the amide nitrogen according to method D. This afforded the product with the molecular weight of 402.33 ... The reactants are O=C(C=1C=CC=CC1)N2CCOCC2. The reagents and catalysts are O1B(OC(C)(C)C1(C)C)B2OC(C)(C)C(O2)(C)C, O=C1C=CC=2C=CC=C(C3=CN=C(C=C3)C=4N=CC=CC4)C2N1, [K].OC(C)(C)C, C[OH2+].C[OH2+].C1CC=CCCC=C1.C1CC=CCCC=C1.[Ir].[Ir]. Solvent: O1CCCC1. Conditions: temperature 80 celsius, time 12 hour. Product: O=C(C=1C=CC=C(C1)B2OC(C)(C)C(O2)(C)C)N3CCOCC3. The yield is 81.0%. Reported procedure: In an argon filled glove box, a 5.0 mL wheaton microreactor was charged with [Ir(cod)(OMe)]2 (1.98 mg, 1.5 mol%), L1 ligand (2.1 mg, 3.5 mol%), B2pin2 (50.8 mg, 1.0 equiv.), KOtBu (1.0 mg, 4.5 mol%) and dry THF (1.0 mL). The reaction mixture was stirred for 2 minutes at room temperature. To this mixture, morpholino(phenyl)methanone (38.2 mg, 0.2 mmol) was added. The microreactor was capped with a teflon pressure cap and placed into pre-heated aluminum block at 80 oC. The reaction mixture was sti...